From a dataset of the Open Reaction Database (ORD), a public repository of structured organic reaction records. describe an organic reaction: reactants, conditions, products, and yield Starting materials: C(C)(C)(C)OC(NC=1C=C2C=3C(=C(NC3C1)C=O)C=NNC2=O)=O ((2-Formyl-6-oxo-5,6-dihydro-1H-[1,2]diazepino[4,5,6-cd]indol-8-yl)-carbamic Acid tert-butyl Ester), [BH4-].[Na+] (NaBH4). Isolated yield 49.8%. Reported procedure: A solution of intermediate 230(a) of Example 230 (26 mg, 0.079 mmol) in methanol (2 mL) was treated with NaBH4 (6 mg, 0.16 mmol) at 0° C. for 15 min. The solution was quenched with saturated aqueous NH4Cl and diluted with ethyl acetate. After extraction, the organic phase was washed with brine, dried (Na2SO4), filtered, and concentrated. Silica gel chromatography of the residue (3:1 ethyl acetate:hexane) gave intermediate 241(a) (13 mg) in 50% yield. As a reaction SMILES: [C:1]([O:5][C:6](=[O:24])[NH:7][C:8]1[CH:9]=[C:10]2[C:22](=[O:23])[NH:21][N:20]=[CH:19][C:12]3=[C:13]([CH:17]=[O:18])[NH:14][C:15]([CH:16]=1)=[C:11]23)([CH3:4])([CH3:3])[CH3:2].[BH4-].[Na+]>CO>[C:1]([O:5][C:6](=[O:24])[NH:7][C:8]1[CH:9]=[C:10]2[C:22](=[O:23])[NH:21][N:20]=[CH:19][C:12]3=[C:13]([CH2:17][OH:18])[NH:14][C:15]([CH:16]=1)=[C:11]23)([CH3:4])([CH3:2])[CH3:3] |f:1.2|. Yields the product C(C)(C)(C)OC(NC=1C=C2C=3C(=C(NC3C1)CO)C=NNC2=O)=O ((2-Hydroxymethyl-6-oxo-5,6-dihydro-1H-[1,2]diazepino[4,5,6-cd]indol-8-yl)carbamic Acid tert-butyl Ester). Run in CO (methanol). Product: ClC=1C=C2C(=CC1)N(CC21CCN(CC1)C(=O)OC(C)(C)C)C=1C2=C(N=CN1)[C@H](C[C@H]2C)O (tert-butyl 5-chloro-1-((5R,7S)-7-hydroxy-5-methyl-6,7-dihydro-5H-cyclopenta[d]pyrimidin-4-yl)spiro[indoline-3,4′-piperidine]-1′-carboxylate). Reaction SMILES: [Cl:1][C:2]1[CH:3]=[C:4]2[C:10]3([CH2:15][CH2:14][N:13]([C:16]([O:18][C:19]([CH3:22])([CH3:21])[CH3:20])=[O:17])[CH2:12][CH2:11]3)[CH2:9][N:8]([C:23]3[C:24]4[C@H:31]([CH3:32])[CH2:30][C@@H:29]([O:33]C(=O)C5C=CC([N+]([O-])=O)=CC=5)[C:25]=4[N:26]=[CH:27][N:28]=3)[C:5]2=[CH:6][CH:7]=1.ClC1C=C2C3(CCN(C(OC(C)(C)C)=O)CC3)CN(C3C4[C@H](C)C[C@H](OC(=O)C5C=CC([N+]([O-])=O)=CC=5)C=4N=CN=3)C2=CC=1>>[Cl:1][C:2]1[CH:3]=[C:4]2[C:10]3([CH2:11][CH2:12][N:13]([C:16]([O:18][C:19]([CH3:22])([CH3:21])[CH3:20])=[O:17])[CH2:14][CH2:15]3)[CH2:9][N:8]([C:23]3[C:24]4[C@H:31]([CH3:32])[CH2:30][C@H:29]([OH:33])[C:25]=4[N:26]=[CH:27][N:28]=3)[C:5]2=[CH:6][CH:7]=1. Reactants: ClC=1C=C2C(=CC1)N(CC21CCN(CC1)C(=O)OC(C)(C)C)C=1C2=C(N=CN1)[C@@H](C[C@H]2C)OC(C2=CC=C(C=C2)[N+](=O)[O-])=O (tert-butyl 5-chloro-1-((5R,7R)-5-methyl-7-(4-nitrobenzoyloxy)-6,7-dihydro-5H-cyclopenta[d]pyrimidin-4-yl)spiro[indoline-3,4′-piperidine]-1′-carboxylate), ClC=1C=C2C(=CC1)N(CC21CCN(CC1)C(=O)OC(C)(C)C)C=1C2=C(N=CN1)[C@H](C[C@H]2C)OC(C2=CC=C(C=C2)[N+](=O)[O-])=O (tert-butyl 5-chloro-1-((5R,7S)-5-methyl-7-(4-nitrobenzoyloxy)-6,7-dihydro-5H-cyclopenta[d]pyrimidin-4-yl)spiro[indoline-3,4′-piperidine]-1′-carboxylate). Procedure: tert-butyl 5-chloro-1-((5R,7S)-7-hydroxy-5-methyl-6,7-dihydro-5H-cyclopenta[d]pyrimidin-4-yl)spiro[indoline-3,4′-piperidine]-1′-carboxylate was prepared by the procedures described in Example 3, Step 12, substituting (tert-butyl 5-chloro-1-((5R,7R)-5-methyl-7-(4-nitrobenzoyloxy)-6,7-dihydro-5H-cyclopenta[d]pyrimidin-4-yl)spiro[indoline-3,4′-piperidine]-1′-carboxylate with tert-butyl 5-chloro-1-((5R,7S)-5-methyl-7-(4-nitrobenzoyloxy)-6,7-dihydro-5H-cyclopenta[d]pyrimidin-4-yl)spiro[indoline-3,4′-... Starting materials: CC(C)C[Al+]CC(C)C, ClCCl, CCCCCC, CO, ClC(Cl)Cl, [H-], CCOC(=O)c1cnc2c3ccccc3ccn2c1=O. Yields the product O=c1c(CO)cnc2c3ccccc3ccn12. Reaction SMILES: [CH2:22]([Al+:23][CH2:24][CH:25]([CH3:26])[CH3:27])[CH:28]([CH3:29])[CH3:30].[CH2:41]([Cl:42])[Cl:43].[CH3:31][CH2:32][CH2:33][CH2:34][CH2:35][CH3:36].[CH3:44][OH:45].[CH:37]([Cl:38])([Cl:39])[Cl:40].[H-:21].[O:1]=[c:2]1[c:3]([C:16](=[O:17])[O:18][CH2:19][CH3:20])[cH:4][n:5][c:6]2[n:7]1[cH:8][cH:9][c:10]1[cH:11][cH:12][cH:13][cH:14][c:15]21>>[O:1]=[c:2]1[c:3]([CH2:16][OH:17])[cH:4][n:5][c:6]2[n:7]1[cH:8][cH:9][c:10]1[cH:11][cH:12][cH:13][cH:14][c:15]21. Reactants: CC(CCl)Cc1ccc(C(C)(C)C)cc1, CN1CCNCC1. Yields the product CC(Cc1ccc(C(C)(C)C)cc1)CN1CCN(C)CC1. RXN SMILES: [C:1]([CH3:2])([CH3:3])([CH3:4])[c:5]1[cH:6][cH:7][c:8]([CH2:11][CH:12]([CH2:13][Cl:14])[CH3:15])[cH:9][cH:10]1.[CH3:16][N:17]1[CH2:18][CH2:19][NH:20][CH2:21][CH2:22]1>>[C:1]([CH3:2])([CH3:3])([CH3:4])[c:5]1[cH:6][cH:7][c:8]([CH2:11][CH:12]([CH2:13][N:20]2[CH2:19][CH2:18][N:17]([CH3:16])[CH2:22][CH2:21]2)[CH3:15])[cH:9][cH:10]1. Starting materials: CCOC(=O)c1cccc(C2CN(C)Cc3c(Cl)cc(Cl)cc32)c1, CO. Yields the product CN1Cc2c(Cl)cc(Cl)cc2C(c2cccc(C(=O)O)c2)C1. Reaction SMILES: [CH2:1]([CH3:2])[O:3][C:4]([c:5]1[cH:6][c:7]([CH:11]2[CH2:12][N:13]([CH3:23])[CH2:14][c:15]3[c:16]([Cl:22])[cH:17][c:18]([Cl:21])[cH:19][c:20]32)[cH:8][cH:9][cH:10]1)=[O:24].[CH3:25][OH:26]>>[O:3]=[C:4]([c:5]1[cH:6][c:7]([CH:11]2[CH2:12][N:13]([CH3:23])[CH2:14][c:15]3[c:16]([Cl:22])[cH:17][c:18]([Cl:21])[cH:19][c:20]32)[cH:8][cH:9][cH:10]1)[OH:24].